Dataset: the Open Reaction Database (ORD), a public repository of structured organic reaction records. Task: describe an organic reaction: reactants, conditions, products, and yield Starting materials: ClC1=CC(=CC=C1)C(=O)OO (3-Chloroperbenzoic acid), ClC1=CC=C(C=C1)S(=O)C(C=1C(=CC(=NC1)C(=O)N)C)C1=C(C=CC(=C1)F)F (5-[[(4-chlorophenyl)sulfinyl](2,5-difluorophenyl)methyl]-4-methylpyridine-2-carboxamide). Solvent: C(Cl)Cl (methylene chloride). Run at time 5 day. Product: ClC1=CC=C(C=C1)S(=O)(=O)C(C=1C(=CC(=NC1)C(=O)N)C)C1=C(C=CC(=C1)F)F (5-[[(4-Chlorophenyl)sulfonyl](2,5-difluorophenyl)methyl]-4-methylpyridine-2-carboxamide). Yield: 52.0%. RXN SMILES: ClC1C=CC=C(C(OO)=[O:9])C=1.[Cl:12][C:13]1[CH:18]=[CH:17][C:16]([S:19]([CH:21]([C:32]2[CH:37]=[C:36]([F:38])[CH:35]=[CH:34][C:33]=2[F:39])[C:22]2[C:23]([CH3:31])=[CH:24][C:25]([C:28]([NH2:30])=[O:29])=[N:26][CH:27]=2)=[O:20])=[CH:15][CH:14]=1>C(Cl)Cl>[Cl:12][C:13]1[CH:18]=[CH:17][C:16]([S:19]([CH:21]([C:32]2[CH:37]=[C:36]([F:38])[CH:35]=[CH:34][C:33]=2[F:39])[C:22]2[C:23]([CH3:31])=[CH:24][C:25]([C:28]([NH2:30])=[O:29])=[N:26][CH:27]=2)(=[O:9])=[O:20])=[CH:15][CH:14]=1. Procedure: 3-Chloroperbenzoic acid (66 mg, 0.25 mmol) was added to a solution of 5-[[(4-chlorophenyl)sulfinyl](2,5-difluorophenyl)methyl]-4-methylpyridine-2-carboxamide (105 mg, 0.25 mmol) in methylene chloride (5 ml) at 0° C. After stirring for 5 days at room temperature, the reaction mixture was washed with 1 N aqueous sodium hydroxide. The organic layer was dried over anhydrous sodium sulfate and filtered, then the filtrate was concentrated under reduced pressure, and the resulting residue was subjected... Reactants: CC(C)=C (isobutylene), OS(=O)(=O)O (H2SO4), C1(CCC1)C=1C=C(C[C@H](N)C(=O)O)C=CC1.Cl (3-cyclobutyl-L-phenylalanine·HCl), amine, Cl (HCl). Solvent: O1CCOCC1 (1,4-dioxane). The product is C1(CCC1)C=1C=C(C[C@H](N)C(=O)OC(C)(C)C)C=CC1.Cl (tert-butyl 3-cyclobutyl-L-phenylalaninate·HCl). Isolated yield 81.0%. Reaction SMILES: [CH:1]1([C:5]2[CH:6]=[C:7]([CH:14]=[CH:15][CH:16]=2)[CH2:8][C@@H:9]([C:11]([OH:13])=[O:12])[NH2:10])[CH2:4][CH2:3][CH2:2]1.[ClH:17].[CH3:18][C:19](=[CH2:21])[CH3:20].OS(O)(=O)=O.Cl>O1CCOCC1>[CH:1]1([C:5]2[CH:6]=[C:7]([CH:14]=[CH:15][CH:16]=2)[CH2:8][C@@H:9]([C:11]([O:13][C:19]([CH3:21])([CH3:20])[CH3:18])=[O:12])[NH2:10])[CH2:2][CH2:3][CH2:4]1.[ClH:17] |f:0.1,6.7|. Procedure: According to example 54, 0.65 g of 3-cyclobutyl-L-phenylalanine·HCl was treated with 25 mL of isobutylene in 25 mL of 1,4-dioxane in the presence of 0.5 mL of conc. H2SO4. Work-up in the usual manner followed by acidification of the free amine with ethereal HCl afforded 0.64 g (81%) of tert-butyl 3-cyclobutyl-L-phenylalaninate·HCl as a white powder, m.p. 173-174° C.